Dataset: the Open Reaction Database (ORD), a public repository of structured organic reaction records. Task: describe an organic reaction: reactants, conditions, products, and yield RXN SMILES: [Br:34][CH2:35][C:36](=[O:37])[O:38][C:39]([CH3:40])([CH3:41])[CH3:42].[Br:3][c:4]1[c:5]2[cH:6][cH:7][cH:8][c:9](-[c:14]3[nH:15][c:16](=[O:33])[c:17]([C:31]#[N:32])[c:18]([CH2:20][c:21]4[cH:22][cH:23][cH:24][c:25]5[cH:26][cH:27][cH:28][cH:29][c:30]45)[n:19]3)[c:10]2[cH:11][cH:12][cH:13]1.[H-:2].[Na+:1].[O:43]=[CH:44][N:45]([CH3:46])[CH3:47]>>[Br:3][c:4]1[c:5]2[cH:6][cH:7][cH:8][c:9](-[c:14]3[n:15][c:16]([O:33][CH2:35][C:36](=[O:37])[O:38][C:39]([CH3:40])([CH3:41])[CH3:42])[c:17]([C:31]#[N:32])[c:18]([CH2:20][c:21]4[cH:22][cH:23][cH:24][c:25]5[cH:26][cH:27][cH:28][cH:29][c:30]45)[n:19]3)[c:10]2[cH:11][cH:12][cH:13]1. The reactants are CC(C)(C)OC(=O)CBr, N#Cc1c(Cc2cccc3ccccc23)nc(-c2cccc3c(Br)cccc23)[nH]c1=O, [H-], [Na+], CN(C)C=O. Yields the product CC(C)(C)OC(=O)COc1nc(-c2cccc3c(Br)cccc23)nc(Cc2cccc3ccccc23)c1C#N. The yield is 50.5%. Procedure: As described for example 3a, 1-ethyl-4-iodo-5-methyl-2-propyl-1H-imidazole (2.60 g, 9.92 mmol) instead of 2-amino-5-bromopyridine was converted to 3-methyl-2-trimethylsilanyl-ethynyl-5,6,7,8-tetrahydro-imidazo[1,2-a]pyridine (SiO2, dichloromethane:methanol=100:0 to 98:2, 890 mg, 39%) which was obtained as a dark brown semisolid and used further without detailed characterization. As described for example 3b, 3-methyl-2-trimethylsilanylethynyl-5,6,7,8-tetrahydro-imidazo[1,2-a]pyridine (890 g, 3.83... As a reaction SMILES: C(N1C(C)=C(I)N=C1CCC)C.[CH3:13][C:14]1[N:18]2[CH2:19][CH2:20][CH2:21][CH2:22][C:17]2=[N:16][C:15]=1[C:23]#[C:24][Si](C)(C)C>>[C:23]([C:15]1[N:16]=[C:17]2[CH2:22][CH2:21][CH2:20][CH2:19][N:18]2[C:14]=1[CH3:13])#[CH:24]. Starting materials: C(C)N1C(=NC(=C1C)I)CCC (1-ethyl-4-iodo-5-methyl-2-propyl-1H-imidazole), CC1=C(N=C2N1CCCC2)C#C[Si](C)(C)C (3-methyl-2-trimethylsilanyl-ethynyl-5,6,7,8-tetrahydro-imidazo[1,2-a]pyridine), CC1=C(N=C2N1CCCC2)C#C[Si](C)(C)C (3-methyl-2-trimethylsilanylethynyl-5,6,7,8-tetrahydro-imidazo[1,2-a]pyridine). Product: C(#C)C=1N=C2N(CCCC2)C1C (2-Ethynyl-3-methyl-5,6,7,8-tetrahydro-imidazo[1,2-a]pyridine). The product is ClC(C(=O)NOCC1=CC=CC=C1)Cl (2,2-dichloro-N-(phenylmethoxy)acetamide). RXN SMILES: [Cl:1][CH:2]([Cl:6])[C:3](Cl)=[O:4].Cl.[CH2:8]([O:15][NH2:16])[C:9]1[CH:14]=[CH:13][CH:12]=[CH:11][CH:10]=1>CCOC(C)=O>[Cl:1][CH:2]([Cl:6])[C:3]([NH:16][O:15][CH2:8][C:9]1[CH:14]=[CH:13][CH:12]=[CH:11][CH:10]=1)=[O:4] |f:1.2|. Solvent: CCOC(=O)C (EtOAc), hexanes. Reactants: ClC(C(=O)Cl)Cl (2,2-dichloroacetyl chloride), Cl.C(C1=CC=CC=C1)ON (O-benzylhydroxylamine, hydrochloride). Isolated yield 82.0%. Procedure details: Prepared in 82% yield (2.6 g, 11.1 mmol) from the reaction of 2,2-dichloroacetyl chloride (2.0 g, 13.6 mmol) with O-benzylhydroxylamine, hydrochloride (2.15 g, 13.6 mmol) via general procedure A. Rf=0.52 (3:1, hexanes:EtOAc); 1H NMR (400 MHz, CD3CN) δ 9.89 (br s, 1H), 7.63-7.17 (m, 4H), 6.02 (s, 1H), and 4.89 (s, 2H); 13C NMR (101 MHz, CD3CN) δ 162.2, 136.1, 130.4, 129.7, 129.4, 78.8, and 65.6; IR (film) 3135 (br), 2996, 2880, 2860, 1700, 1677 (st), 1531, 1468, 1454, 1367, 1341, 1214, 1200, 1046... Reactants: C(C1=CC=CC=C1)OCC(=O)COCC1=CC=CC=C1 (1,3-bis(benzyloxy)acetone), C(O)([O-])=O.[Na+] (sodium hydrogen carbonate), C(OCC)(OCC)OCC (triethyl orthoformate). Reagents/catalysts: C(CO)O (ethylene glycol), O.C1(=CC=C(C=C1)S(=O)(=O)O)C (p-toluenesulfonic acid monohydrate). Run in C(C)(=O)OCC (ethyl acetate). Reaction conditions: temperature 50 celsius, time 14 hour. Product: C(C1=CC=CC=C1)OCC1(OCCO1)COCC1=CC=CC=C1 (2,2-bis((benzyloxy)methyl)-1,3-dioxolane). Yield: 81.6%. As a reaction SMILES: [CH2:1]([O:8][CH2:9][C:10]([CH2:12][O:13][CH2:14][C:15]1[CH:20]=[CH:19][CH:18]=[CH:17][CH:16]=1)=[O:11])[C:2]1[CH:7]=[CH:6][CH:5]=[CH:4][CH:3]=1.C(OCC)(OCC)[O:22][CH2:23][CH3:24].C(=O)([O-])O.[Na+]>C(O)CO.O.C1(C)C=CC(S(O)(=O)=O)=CC=1.C(OCC)(=O)C>[CH2:1]([O:8][CH2:9][C:10]1([CH2:12][O:13][CH2:14][C:15]2[CH:16]=[CH:17][CH:18]=[CH:19][CH:20]=2)[O:22][CH2:23][CH2:24][O:11]1)[C:2]1[CH:3]=[CH:4][CH:5]=[CH:6][CH:7]=1 |f:2.3,5.6|. Reported procedure: The 1,3-bis(benzyloxy)acetone (30 g, 111 mmol) obtained in the step (4a) was mixed with ethylene glycol (64 ml, 1.148 mmol) and triethyl orthoformate (19 ml, 114 mmol), and p-toluenesulfonic acid monohydrate (591 mg, 3.11 mmol). The mixture was stirred at 50° C. for 14 hours. To the mixture, a saturated aqueous solution of sodium hydrogen carbonate and ethyl acetate were added. The organic layer was washed with water and a saline solution, dried over anhydrous sodium sulfate, and concentrated. T... Reaction SMILES: [C:1]([NH:20][C:21]1[S:22][CH:23]=[C:24](/[C:26](=[N:32]/[O:33][CH2:34][CH2:35]Br)/[C:27]([O:29]CC)=[O:28])[N:25]=1)([C:14]1[CH:19]=[CH:18][CH:17]=[CH:16][CH:15]=1)([C:8]1[CH:13]=[CH:12][CH:11]=[CH:10][CH:9]=1)[C:2]1[CH:7]=[CH:6][CH:5]=[CH:4][CH:3]=1.[SH:37][C:38]1[S:39][C:40]([CH3:43])=[N:41][N:42]=1>>[C:1]([NH:20][C:21]1[S:22][CH:23]=[C:24](/[C:26](=[N:32]/[O:33][CH2:34][CH2:35][S:37][C:38]2[S:39][C:40]([CH3:43])=[N:41][N:42]=2)/[C:27]([OH:29])=[O:28])[N:25]=1)([C:8]1[CH:9]=[CH:10][CH:11]=[CH:12][CH:13]=1)([C:2]1[CH:7]=[CH:6][CH:5]=[CH:4][CH:3]=1)[C:14]1[CH:15]=[CH:16][CH:17]=[CH:18][CH:19]=1. Procedure details: Reaction of ethyl 2-(2-tritylaminothiazol-4-yl)-2-((Z)-2-bromoethoxyimino)acetate (UK patent application 2017702A) with 2-mercapto-5-methyl-1,3,4-thiadiazole and hydrolysis of the ester gave 2-(2-tritylaminothiazol-4-yl)-2-[(Z)-2-(5-methyl-1,3,4-thiadiazol-2-ylthio)ethoxyimino]acetic acid; n.m.r. in solvent C: 2.7 (s,3H); 3.65 (t,2H); 4.51 (t,2H); 6.65 (s,1H); 7.34 (s,15H). Product: C(C1=CC=CC=C1)(C1=CC=CC=C1)(C1=CC=CC=C1)NC=1SC=C(N1)/C(/C(=O)O)=N/OCCSC=1SC(=NN1)C (2-(2-tritylaminothiazol-4-yl)-2-[(Z)-2-(5-methyl-1,3,4-thiadiazol-2-ylthio)ethoxyimino]acetic acid). The reactants are C(C1=CC=CC=C1)(C1=CC=CC=C1)(C1=CC=CC=C1)NC=1SC=C(N1)/C(/C(=O)OCC)=N/OCCBr (ethyl 2-(2-tritylaminothiazol-4-yl)-2-((Z)-2-bromoethoxyimino)acetate), SC=1SC(=NN1)C (2-mercapto-5-methyl-1,3,4-thiadiazole), ester.